This data is from the Open Reaction Database (ORD), a public repository of structured organic reaction records. The task is: describe an organic reaction: reactants, conditions, products, and yield Starting materials: FC1=CC(=C(N)C=C1)C (4-fluoro-2-methyl-aniline), C1(=CC=CC=C1)OC (anisole), C(CC(C)C)O[N+](=O)[O-] (iso-amyl-nitrate). The product is CC1=C(C=CC(=C1)F)C1=CC=C(C=C1)OC (4-(2'-methyl-4'-fluorophenyl)-anisole). As a reaction SMILES: [F:1][C:2]1[CH:8]=[CH:7][C:5](N)=[C:4]([CH3:9])[CH:3]=1.[C:10]1([O:16][CH3:17])[CH:15]=[CH:14][CH:13]=[CH:12][CH:11]=1.C(O[N+]([O-])=O)CC(C)C>>[CH3:9][C:4]1[CH:3]=[C:2]([F:1])[CH:8]=[CH:7][C:5]=1[C:13]1[CH:14]=[CH:15][C:10]([O:16][CH3:17])=[CH:11][CH:12]=1. Reported procedure: A mixture of 9.0 grams of 4-fluoro-2-methyl-aniline, 200 ml. of anisole, and 9.0 grams of iso-amyl-nitrate, is warmed on a steam bath until a vigorous reaction with evolution of gas sets in. This evolution is allowed to proceed without heating until it has subsided, and the mixture is then heated on the steam bath for an additional 3 hours. The excess anisole is removed in vacuo, and the residue is chromatographed on a silica gel column using petroleum-benzin as eluent to yield 4-(2'-methyl-4'-f... The reactants are ClCCCCC=1N(C2=C(C=NC=3C=CC=CC23)N1)O (2-(4-chlorobutyl)-1H-imidazo[4,5-c]quinolin-1-ol), [H-].[Na+] (NaH), oil, O (water). Run in CN(C)C=O (DMF). Product: C1=C2C3=C(C=NC2=CC=C1)N=C1N3OCCCC1 (8,9,10,11-tetrahydro[1,2]oxazepino[2′,3′:1,2]imidazo[4,5-c]quinoline). Yield: 106.2%. RXN SMILES: Cl[CH2:2][CH2:3][CH2:4][CH2:5][C:6]1[N:7]([OH:19])[C:8]2[C:17]3[CH:16]=[CH:15][CH:14]=[CH:13][C:12]=3[N:11]=[CH:10][C:9]=2[N:18]=1.[H-].[Na+].O>CN(C=O)C>[CH:16]1[CH:15]=[CH:14][CH:13]=[C:12]2[C:17]=1[C:8]1[N:7]3[O:19][CH2:2][CH2:3][CH2:4][CH2:5][C:6]3=[N:18][C:9]=1[CH:10]=[N:11]2 |f:1.2|. Procedure: A stirred solution of 2-(4-chlorobutyl)-1H-imidazo[4,5-c]quinolin-1-ol (0.167 g, 0.606 mmol) in 6 mL of anhydrous DMF was treated with 60% NaH in mineral oil (0.032 g, 0.787 mmol). After 45 minutes the mixture was poured into 20 mL of water and washed with ethyl acetate. The organic portions were combined, washed successively with dilute aqueous K2CO3, H2O, and brine, dried over Na2SO4, and concentrated under reduced pressure to give 0.154 g of 8,9,10,11-tetrahydro[1,2]oxazepino[2′,3′:1,2]imidaz... The reactants are ClC1=C(C(=C(C=C1)[B-](O)(O)O)F)OC.[K+] (potassium (4-chloro-2-fluoro-3-methoxyphenyl)trihydroxyborate), Cl (hydrochloric acid). The product is ClC1=C(C(=C(C=C1)B(O)O)F)OC (4-chloro-2-fluoro-3-methoxyphenylboronic acid). As a reaction SMILES: [Cl:1][C:2]1[CH:7]=[CH:6][C:5]([B-:8](O)([OH:10])[OH:9])=[C:4]([F:12])[C:3]=1[O:13][CH3:14].[K+].Cl>>[Cl:1][C:2]1[CH:7]=[CH:6][C:5]([B:8]([OH:9])[OH:10])=[C:4]([F:12])[C:3]=1[O:13][CH3:14] |f:0.1|. Procedure details: Another embodiment of the present disclosure includes a method of forming 2-(4-chloro-2-fluro-3-methoxylphenyl)-4,4,5,5-tetramethyl-1,3,2-dioxaborolane that comprises contacting 2-chloro-6-fluoroanisole with n-butyl lithium to form 6-chloro-2-fluoro-3-lithioanisole. The 6-chloro-2-fluoro-3-lithioanisole may be contacted with trimethyl borate to form dimethyl 4-chloro-2-fluoro-3-methoxyphenylboronate. The dimethyl 4-chloro-2-fluoro-3-methoxyphenylboronate may be reacted with aqueous potassium hyd... Conditions: time 48 hour. Procedure: 404.5 mg of 5-benzyloxy-4-methoxymethyl-9H-pyrido[3,4-b]indole-3-carboxylic acid-(1-methylethyl)-ester (1 mmol) is dissolved in 15 ml of dimethylformamide and mixed with 188 mg (1.1 mmol) of benzyl bromide and 358 mg of cesium carbonate. It is stirred for 48 hours at room temperature, the reaction mixture s worked up as described in Example 26, and after chromatography, 194 mg of 5-benzyloxy-4-methoxymethyl-9-benzyl-9H-pyrido[3,4-b]indole-3-carboxylic acid-(1-methylethyl)-ester is obtained. Starting materials: C(C1=CC=CC=C1)Br (benzyl bromide), C([O-])([O-])=O.[Cs+].[Cs+] (cesium carbonate), CC(C)OC(=O)C1=C(C2=C(NC3=CC=CC(=C23)OCC2=CC=CC=C2)C=N1)COC (5-benzyloxy-4-methoxymethyl-9H-pyrido[3,4-b]indole-3-carboxylic acid-(1-methylethyl)-ester). Run in CN(C=O)C (dimethylformamide). Isolated yield 39.2%. Reaction SMILES: [CH3:1][CH:2]([O:4][C:5]([C:7]1[N:27]=[CH:26][C:10]2[NH:11][C:12]3[C:17]([C:9]=2[C:8]=1[CH2:28][O:29][CH3:30])=[C:16]([O:18][CH2:19][C:20]1[CH:25]=[CH:24][CH:23]=[CH:22][CH:21]=1)[CH:15]=[CH:14][CH:13]=3)=[O:6])[CH3:3].[CH2:31](Br)[C:32]1[CH:37]=[CH:36][CH:35]=[CH:34][CH:33]=1.C(=O)([O-])[O-].[Cs+].[Cs+]>CN(C)C=O>[CH3:3][CH:2]([O:4][C:5]([C:7]1[N:27]=[CH:26][C:10]2[N:11]([CH2:31][C:32]3[CH:37]=[CH:36][CH:35]=[CH:34][CH:33]=3)[C:12]3[C:17]([C:9]=2[C:8]=1[CH2:28][O:29][CH3:30])=[C:16]([O:18][CH2:19][C:20]1[CH:25]=[CH:24][CH:23]=[CH:22][CH:21]=1)[CH:15]=[CH:14][CH:13]=3)=[O:6])[CH3:1] |f:2.3.4|. Yields the product CC(C)OC(=O)C1=C(C2=C(N(C3=CC=CC(=C23)OCC2=CC=CC=C2)CC2=CC=CC=C2)C=N1)COC (5-benzyloxy-4-methoxymethyl-9-benzyl-9H-pyrido[3,4-b]indole-3-carboxylic acid-(1-methylethyl)-ester). Conditions: temperature 25 celsius, time 12 hour. The product is Cn1ccc2ccc(c3ccc4ccccc4c3)cc21. Reagents/catalysts: SIMes. Starting materials: COc1ccc2ccccc2c1 (substrate), Cn4ccc3ccc([Li])cc34 (effective_coupling_partner). Starting materials: C1CCOC1, CN(C)C=O, CC(C)(C)[O-], [K+], Sc1ccccc1. The product is CC(C)(O)CCSc1ccccc1. As a reaction SMILES: [CH2:14]1[O:15][CH2:16][CH2:17][CH2:18]1.[CH3:19][N:20]([CH3:21])[CH:22]=[O:23].[CH3:1][C:2]([CH3:3])([O-:4])[CH3:5].[K+:6].[SH:7][c:8]1[cH:9][cH:10][cH:11][cH:12][cH:13]1>>[CH2:1]([C:2]([CH3:3])([OH:4])[CH3:5])[CH2:14][S:7][c:8]1[cH:9][cH:10][cH:11][cH:12][cH:13]1. Yields the product Cl.CN(C)CC1CCC2=C(C(=NO2)C2=CC=CC=C2)C1=O (6,7-Dihydro-5-dimethylaminomethyl-3-phenyl-1,2-benzisoxazol-4(5H)-one hydrochloride). The reactants are Cl (HCl), Cl (HCl), CN(C)CN(C)C (Bis-dimethylaminomethane), FC(C(=O)O)(F)F (trifluoroacetic acid), C1(=CC=CC=C1)C1=NOC2=C1C(CCC2)=O (6,7-Dihydro-3-phenyl-1,2-benzisoxazol-4(5H)-one). Conditions: temperature -10 celsius, time 2 day. As a reaction SMILES: CN([CH2:4][N:5]([CH3:7])[CH3:6])C.FC(F)(F)C(O)=O.[C:15]1([C:21]2[C:25]3[C:26](=[O:30])[CH2:27][CH2:28][CH2:29][C:24]=3[O:23][N:22]=2)[CH:20]=[CH:19][CH:18]=[CH:17][CH:16]=1.[ClH:31]>>[ClH:31].[CH3:7][N:5]([CH2:4][CH:27]1[C:26](=[O:30])[C:25]2[C:21]([C:15]3[CH:16]=[CH:17][CH:18]=[CH:19][CH:20]=3)=[N:22][O:23][C:24]=2[CH2:29][CH2:28]1)[CH3:6] |f:4.5|. Procedure: Bis-dimethylaminomethane (0.51 g) was added to 2.5 ml of trifluoroacetic acid which had been previously chilled to -10° C. 6,7-Dihydro-3-phenyl-1,2-benzisoxazol-4(5H)-one (1.0 g) was then added and the reaction was warmed for 1 hour at 100° C. and then allowed to stand an additional 2 days at room temperature. The reaction mixture was poured into 5% HCl and washed with ether, after which the aqueous phase was treated with solid sodium bicarbonate until basic. Extraction with ether followed by dr... Reactants: C1(=CC=CC=C1)CCCCCl (4-phenylbutyl chloride), C(C)OP(OCC)OCC (triethylphosphite). Run at temperature 185 celsius. Yields the product C1(=CC=CC=C1)CCCCP(OCC)(OCC)=O (diethyl (4-phenylbutyl)phosphonate). The yield is 84.1%. As a reaction SMILES: [C:1]1([CH2:7][CH2:8][CH2:9][CH2:10]Cl)[CH:6]=[CH:5][CH:4]=[CH:3][CH:2]=1.[CH2:12]([O:14][P:15]([O:19]CC)[O:16][CH2:17][CH3:18])[CH3:13]>>[C:1]1([CH2:7][CH2:8][CH2:9][CH2:10][P:15](=[O:19])([O:16][CH2:17][CH3:18])[O:14][CH2:12][CH3:13])[CH:6]=[CH:5][CH:4]=[CH:3][CH:2]=1. Reported procedure: A mixture of 4-phenylbutyl chloride (8.0 g, 47.5 mmole) and triethylphosphite (15.0 ml, 72 mmole) was heated at reflux (bath temperature 185° C.) under argon for 41.5 hours. Distillation of the mixture gave pure diethyl (4-phenylbutyl)phosphonate (10.8 g, 84%) as a colorless liquid, b.p. 152°-154° C. (1.0 mmHg). TLC (EtOAc) single spot Rf =0.55.